From a dataset of the Open Reaction Database (ORD), a public repository of structured organic reaction records. describe an organic reaction: reactants, conditions, products, and yield Reactants: C(C=C)OCC(CO[Si](C)(C)C)(CC)COCC=C (2,2-Bis(allyloxymethyl)-1-trimethylsiloxybutane), C(C)O[SiH](OCC)OCC (triethoxysilane), C(C)O[SiH](OCC)OCC (triethoxysilane), C(C)O[SiH](OCC)OCC (triethoxysilane). The reagents and catalysts are Karstedt catalyst, Karstedt catalyst. Reaction conditions: temperature 80 celsius. The product is C(C)O[Si](CCCOCC(CO[Si](C)(C)C)(CC)COCCC[Si](OCC)(OCC)OCC)(OCC)OCC (2,2-Bis(3-triethoxysilylpropoxymethyl)-1-trimethylsiloxybutane). As a reaction SMILES: [CH2:1]([O:4][CH2:5][C:6]([CH2:15][O:16][CH2:17][CH:18]=[CH2:19])([CH2:13][CH3:14])[CH2:7][O:8][Si:9]([CH3:12])([CH3:11])[CH3:10])[CH:2]=[CH2:3].[CH2:20]([O:22][SiH:23]([O:27][CH2:28][CH3:29])[O:24][CH2:25][CH3:26])[CH3:21]>>[CH2:20]([O:22][Si:23]([O:27][CH2:28][CH3:29])([O:24][CH2:25][CH3:26])[CH2:3][CH2:2][CH2:1][O:4][CH2:5][C:6]([CH2:15][O:16][CH2:17][CH2:18][CH2:19][Si:23]([O:27][CH2:28][CH3:29])([O:24][CH2:25][CH3:26])[O:22][CH2:20][CH3:21])([CH2:13][CH3:14])[CH2:7][O:8][Si:9]([CH3:12])([CH3:11])[CH3:10])[CH3:21]. Procedure: A 1-liter, 3-neck flask equipped with magnetic stirrer, pot thermometer, addition funnel and condenser was charged with 143.2 g of 2,2-Bis(allyloxymethyl)-1-trimethylsiloxybutane. After heating to ˜80° C., 35 g of triethoxysilane was added followed by 1 ml of Karstedt catalyst containing 2% Pt. Once initiation was observed, the balance of triethoxysilane (133.4 g) was added at a rate to maintain temperature at 80-110° C. When the addition was complete, an additional 0.5 ml of Karstedt catalyst w... Reactants: C(C)C1C(CC(C1)COS(=O)(=O)C)C(=O)OC(C)(C)C (tert-butyl 2-ethyl-4-((methylsulfonyloxy)methyl)cyclopentanecarboxylate), [N-]=[N+]=[N-].[Na+] (sodium azide), C1(=CC=CC=C1)P(C1=CC=CC=C1)C1=CC=CC=C1 (Triphenylphosphine). Run in C1CCOC1 (THF), CN(C)C=O (DMF), O (Water), O (water). Reaction conditions: temperature 50 celsius, time 15 hour. Product: NCC1CC(C(C1)C(=O)OC(C)(C)C)CC (tert-butyl 4-(aminomethyl)-2-ethylcyclopentanecarboxylate). Yield: 46.5%. Reaction SMILES: [CH2:1]([CH:3]1[CH2:7][CH:6]([CH2:8]OS(C)(=O)=O)[CH2:5][CH:4]1[C:14]([O:16][C:17]([CH3:20])([CH3:19])[CH3:18])=[O:15])[CH3:2].[N-:21]=[N+]=[N-].[Na+].C1(P(C2C=CC=CC=2)C2C=CC=CC=2)C=CC=CC=1>CN(C=O)C.C1COCC1.O>[NH2:21][CH2:8][CH:6]1[CH2:5][CH:4]([C:14]([O:16][C:17]([CH3:20])([CH3:19])[CH3:18])=[O:15])[CH:3]([CH2:1][CH3:2])[CH2:7]1 |f:1.2|. Procedure: To a solution of tert-butyl 2-ethyl-4-((methylsulfonyloxy)methyl)cyclopentanecarboxylate (0.295 g, 0.964 mmol) in DMF (5 mL) was added sodium azide (0.313 g, 4.82 mmol). The reaction was heated at about 50° C. for about 16 h and then cooled to about 15-20° C. Water (40 mL) was added to the reaction mixture. The aqueous solution was extracted with DCM (3×30 mL). The combined organic extracts were dried over anhydrous MgSO4, filtered, and concd under reduced pressure to give a dark brown oil. The ... Starting materials: CC(C)=O, CC1(C)CC(N)CC(C)(C)N1OC1CCCCC1, O=C1CCC(=O)O1. Yields the product CC1(C)CC(NC(=O)CCC(=O)O)CC(C)(C)N1OC1CCCCC1. RXN SMILES: [CH3:26][C:27](=[O:28])[CH3:29].[NH2:8][CH:9]1[CH2:10][C:11]([CH3:24])([CH3:25])[N:12]([O:17][CH:18]2[CH2:19][CH2:20][CH2:21][CH2:22][CH2:23]2)[C:13]([CH3:15])([CH3:16])[CH2:14]1.[O:1]=[C:2]1[CH2:3][CH2:4][C:5](=[O:6])[O:7]1>>[O:1]=[C:2]([CH2:3][CH2:4][C:5](=[O:6])[OH:7])[NH:8][CH:9]1[CH2:10][C:11]([CH3:24])([CH3:25])[N:12]([O:17][CH:18]2[CH2:19][CH2:20][CH2:21][CH2:22][CH2:23]2)[C:13]([CH3:15])([CH3:16])[CH2:14]1. Reactants: O=C(OO)c1cccc(Cl)c1, ClCCl, CSc1nnc(-c2ccccc2F)n1C. The product is Cn1c(-c2ccccc2F)nnc1S(C)=O. As a reaction SMILES: [Cl:16][c:17]1[cH:18][c:19]([C:24](=[O:21])[O:25][OH:26])[cH:20][cH:22][cH:23]1.[Cl:27][CH2:28][Cl:29].[F:1][c:2]1[c:3](-[c:8]2[n:9][n:10][c:11]([S:14][CH3:15])[n:12]2[CH3:13])[cH:4][cH:5][cH:6][cH:7]1>>[F:1][c:2]1[c:3](-[c:8]2[n:9][n:10][c:11]([S:14]([CH3:15])=[O:21])[n:12]2[CH3:13])[cH:4][cH:5][cH:6][cH:7]1. The reactants are O=C([O-])[O-], [Cs+], [Cs+], C1COCCO1, O, CS(=O)(=O)OC1CN(C(c2ccccc2)c2ccccc2)C1, CNS(=O)(=O)c1ccccc1. Yields the product CN(C1CN(C(c2ccccc2)c2ccccc2)C1)S(=O)(=O)c1ccccc1. Reaction SMILES: [C:34](=[O:35])([O-:36])[O-:37].[Cs+:38].[Cs+:39].[O:41]1[CH2:42][CH2:43][O:44][CH2:45][CH2:46]1.[OH2:40].[c:1]1([CH:7]([N:8]2[CH2:9][CH:10]([O:12][S:13]([CH3:14])(=[O:15])=[O:16])[CH2:11]2)[c:17]2[cH:18][cH:19][cH:20][cH:21][cH:22]2)[cH:2][cH:3][cH:4][cH:5][cH:6]1.[c:23]1([S:29](=[O:30])(=[O:31])[NH:32][CH3:33])[cH:24][cH:25][cH:26][cH:27][cH:28]1>>[c:1]1([CH:7]([N:8]2[CH2:9][CH:10]([N:32]([S:29]([c:23]3[cH:24][cH:25][cH:26][cH:27][cH:28]3)(=[O:30])=[O:31])[CH3:33])[CH2:11]2)[c:17]2[cH:18][cH:19][cH:20][cH:21][cH:22]2)[cH:2][cH:3][cH:4][cH:5][cH:6]1. Starting materials: BrC1=C(C=C(C(=C1)CO[Si](C(C)C)(C(C)C)C(C)C)Cl)CO ((2-Bromo-5-chloro-4-((triisopropylsilyloxy)methyl)phenyl)methanol), [H-].[Na+] (NaH), C(C=C)Br (allyl bromide). Run in CN(C)C=O (DMF). Reaction conditions: temperature 0 celsius, time 15 minute. Product: C(C=C)OCC1=CC(=C(CO[Si](C(C)C)(C(C)C)C(C)C)C=C1Br)Cl ((4-(Allyloxymethyl)-5-bromo-2-chlorobenzyloxy)triisopropylsilane). The yield is 94.9%. As a reaction SMILES: [Br:1][C:2]1[CH:7]=[C:6]([CH2:8][O:9][Si:10]([CH:17]([CH3:19])[CH3:18])([CH:14]([CH3:16])[CH3:15])[CH:11]([CH3:13])[CH3:12])[C:5]([Cl:20])=[CH:4][C:3]=1[CH2:21][OH:22].[H-].[Na+].[CH2:25](Br)[CH:26]=[CH2:27]>CN(C=O)C>[CH2:27]([O:22][CH2:21][C:3]1[C:2]([Br:1])=[CH:7][C:6]([CH2:8][O:9][Si:10]([CH:17]([CH3:19])[CH3:18])([CH:11]([CH3:12])[CH3:13])[CH:14]([CH3:15])[CH3:16])=[C:5]([Cl:20])[CH:4]=1)[CH:26]=[CH2:25] |f:1.2|. Reported procedure: To a solution of alcohol 30 (31 g, 75.5 mmol) in DMF (300 mL) were added NaH (60% dispersion in mineral oil, 4.0 g, 98.2 mmol) at 0° C. The mixture was stirred at 0° C. for 15 min and allyl bromide (23 mL, 264 mmol) was added to the mixture at 0° C. The mixture was warmed up to room temperature and stirred at room temperature for 2 h. After dilution with water, the mixture was extracted with EtOAc. The organic layer was dried over anhydrous MgSO4, filtered and concentrated in vacuo. The residue ... Reactants: OC1(CC(CCC1)C(F)(F)F)CNC(=O)C=1C=2C=CC(=NC2C=CC1Cl)Cl (2,6-dichloro-quinoline-5-carboxylic acid (1-hydroxy-3-trifluoromethyl-cyclohexylmethyl)-amide), CCN(C(C)C)C(C)C (DIPEA), F[C@@H]1CNCC1 ((S)-3-fluoro-pyrrolidine). Yields the product OC1(CC(CCC1)C(F)(F)F)CNC(=O)C=1C=2C=CC(=NC2C=CC1Cl)N1C[C@H](CC1)F (6-Chloro-2-((S)-3-fluoro-pyrrolidin-1-yl)-quinoline-5-carboxylic acid (1-hydroxy-3-trifluoromethyl-cyclohexylmethyl)-amide). As a reaction SMILES: [OH:1][C:2]1([CH2:12][NH:13][C:14]([C:16]2[C:17]3[CH:18]=[CH:19][C:20](Cl)=[N:21][C:22]=3[CH:23]=[CH:24][C:25]=2[Cl:26])=[O:15])[CH2:7][CH2:6][CH2:5][CH:4]([C:8]([F:11])([F:10])[F:9])[CH2:3]1.CCN(C(C)C)C(C)C.[F:37][C@H:38]1[CH2:42][CH2:41][NH:40][CH2:39]1>>[OH:1][C:2]1([CH2:12][NH:13][C:14]([C:16]2[C:17]3[CH:18]=[CH:19][C:20]([N:40]4[CH2:41][CH2:42][C@H:38]([F:37])[CH2:39]4)=[N:21][C:22]=3[CH:23]=[CH:24][C:25]=2[Cl:26])=[O:15])[CH2:7][CH2:6][CH2:5][CH:4]([C:8]([F:11])([F:10])[F:9])[CH2:3]1. Procedure: The title compound was synthesized according to the procedure described in example 1 using 2,6-dichloro-quinoline-5-carboxylic acid (1-hydroxy-3-trifluoromethyl-cyclohexylmethyl)-amide, DIPEA and (S)-3-fluoro-pyrrolidine. 1H NMR (400 MHz, DMSO-d6) δ ppm 8.75 (1H), 7.85 (m, 1H), 7.58 (2H), 7.05 (1H), 5.43-5.56 (d, 1H), 4.72 (s, 1H), 3.80-3.58 (m, 3H), 3.26 (m, 2H), 2.59 (m, 1H), 2.22 (m, 1H), 2.08 (1H), 1.85-1.72 (m, 2H), 1.50 (m, 1H), 1.33-1.20 (m, 3H). m/z: 474 [M+H]